From a dataset of the Open Reaction Database (ORD), a public repository of structured organic reaction records. describe an organic reaction: reactants, conditions, products, and yield The product is C(C)(C)OC1=NC(=CC(=N1)C1=NC(=NO1)C1=CC(=C(OCC(CO)O)C(=C1)C)C)C (rac-3-{4-[5-(2-Isopropoxy-6-methyl-pyrimidin-4-yl)-[1,2,4]oxadiazol-3-yl]-2,6-dimethyl-phenoxy}-propane-1,2-diol). RXN SMILES: C(N[C:4]1[N:9]=[C:8]([C:10]2[O:14][N:13]=[C:12]([C:15]3[CH:26]=[C:25]([CH3:27])[C:18]([O:19][CH2:20][CH:21]([OH:24])[CH2:22][OH:23])=[C:17]([CH3:28])[CH:16]=3)[N:11]=2)[CH:7]=[C:6]([CH3:29])[N:5]=1)C.[CH:30]([O:33]C1N=C(C(O)=O)C=C(C)N=1)([CH3:32])[CH3:31]>>[CH:30]([O:33][C:4]1[N:9]=[C:8]([C:10]2[O:14][N:13]=[C:12]([C:15]3[CH:26]=[C:25]([CH3:27])[C:18]([O:19][CH2:20][CH:21]([OH:24])[CH2:22][OH:23])=[C:17]([CH3:28])[CH:16]=3)[N:11]=2)[CH:7]=[C:6]([CH3:29])[N:5]=1)([CH3:32])[CH3:31]. Reported procedure: rac-3-{4-[5-(2-Isopropoxy-6-methyl-pyrimidin-4-yl)-[1,2,4]oxadiazol-3-yl]-2,6-dimethyl-phenoxy}-propane-1,2-diol is prepared in analogy to rac-3-{4-[5-(2-ethylamino-6-methyl-pyrimidin-4-yl)-[1,2,4]oxadiazol-3-yl]-2,6-dimethyl-phenoxy}-propane-1,2-diol using 2-isopropoxy-6-methyl-pyrimidine-4-carboxylic acid; LC-MS: tR=0.86 min*; [M+H]+=415.09. Starting materials: C(C)NC1=NC(=CC(=N1)C1=NC(=NO1)C1=CC(=C(OCC(CO)O)C(=C1)C)C)C (rac-3-{4-[5-(2-ethylamino-6-methyl-pyrimidin-4-yl)-[1,2,4]oxadiazol-3-yl]-2,6-dimethyl-phenoxy}-propane-1,2-diol), C(C)(C)OC1=NC(=CC(=N1)C(=O)O)C (2-isopropoxy-6-methyl-pyrimidine-4-carboxylic acid). Starting materials: ClC1=C(OC2=CC(=C(C=C2)[N+](=O)[O-])[N+](=O)[O-])C=CC(=C1)C(F)(F)F (4-(2-chloro-4-trifluoromethylphenoxy)-1,2-dinitrobenzene), C([O-])([O-])=O.[K+].[K+] (potassium carbonate), SCP(OCC)(OCC)=O (diethyl sulfhydrylmethylphosphonate). Solvent: CC(CC)=O (2-butanone). Product: [N+](=O)([O-])C1=C(C=C(C=C1)OC1=C(C=C(C=C1)C(F)(F)F)Cl)SCP(OCC)(OCC)=O (diethyl 2-nitro-5-(2-chloro-4-trifluoromethylphenoxy)phenylthiomethylphosphonate). As a reaction SMILES: [Cl:1][C:2]1[CH:20]=[C:19]([C:21]([F:24])([F:23])[F:22])[CH:18]=[CH:17][C:3]=1[O:4][C:5]1[CH:10]=[CH:9][C:8]([N+:11]([O-:13])=[O:12])=[C:7]([N+]([O-])=O)[CH:6]=1.C(=O)([O-])[O-].[K+].[K+].[SH:31][CH2:32][P:33](=[O:40])([O:37][CH2:38][CH3:39])[O:34][CH2:35][CH3:36]>CC(=O)CC>[N+:11]([C:8]1[CH:9]=[CH:10][C:5]([O:4][C:3]2[CH:17]=[CH:18][C:19]([C:21]([F:24])([F:23])[F:22])=[CH:20][C:2]=2[Cl:1])=[CH:6][C:7]=1[S:31][CH2:32][P:33](=[O:40])([O:37][CH2:38][CH3:39])[O:34][CH2:35][CH3:36])([O-:13])=[O:12] |f:1.2.3|. Procedure details: A mixture of 4-(2-chloro-4-trifluoromethylphenoxy)-1,2-dinitrobenzene (569 mg, 1.57 mmol), potassium carbonate (303 mg, 2.36 mmol), diethyl sulfhydrylmethylphosphonate (405 mg, 2.20 mmol) and 2-butanone (5 ml) is heated under reflux for 5 hours. The reaction mixture is then filtered, and the filtrate is concentrated to dryness and purified by prep. TLC to give diethyl 2-nitro-5-(2-chloro-4-trifluoromethylphenoxy)phenylthiomethylphosphonate. NMR (CDCl3)δ5.87 (m, 4H, OCH2CH3), 6.90 (d, 2H, 14 Hz, ... Reactants: C(CCC)SC1=NC=CC=C1CO ((2-butylsulfanyl-pyridin-3-yl)-methanol), O=S(Cl)Cl (SOCl2). Run in CC#N (CH3CN). Conditions: time 2 hour. Yields the product C(CCC)SC1=NC=CC=C1CCl (2-butylsulfanyl-3-chloromethyl-pyridine). Isolated yield 83.0%. RXN SMILES: [CH2:1]([S:5][C:6]1[C:11]([CH2:12]O)=[CH:10][CH:9]=[CH:8][N:7]=1)[CH2:2][CH2:3][CH3:4].O=S(Cl)[Cl:16]>CC#N>[CH2:1]([S:5][C:6]1[C:11]([CH2:12][Cl:16])=[CH:10][CH:9]=[CH:8][N:7]=1)[CH2:2][CH2:3][CH3:4]. Procedure: (2-Butylsulfanyl-pyridin-3-yl)-methanol (0.85 g, 4.3 mmol) obtained in Step B was dissolved in CH3CN (20 mL). SOCl2(0.63 mL, 8.6 mmol) was added thereto, and the mixture was stirred at room temperature for 2 hours. After the termination of the reaction, the reactant was concentrated under reduced pressure to remove the solvent and then added with EtOAc. The organic layer was washed with water, dried with MgSO4, and concentrated under reduced pressure to obtain the title compound (0.77 g, 82%). Starting materials: N1(C=CC2=CC=CC=C12)CC(=O)O (indole-N-acetic acid), Cl[Si](C)(C)C (Chlorotrimethylsilane). Solvent: CCOCC (ether). Conditions: time 2 hour. Product: O=C(CN1C=CC2=CC=CC=C12)C (1-(2-Oxopropyl)indole). RXN SMILES: [N:1]1([CH2:10][C:11]([OH:13])=O)[C:9]2[C:4](=[CH:5][CH:6]=[CH:7][CH:8]=2)[CH:3]=[CH:2]1.Cl[Si](C)(C)[CH3:16]>CCOCC>[O:13]=[C:11]([CH3:16])[CH2:10][N:1]1[C:9]2[C:4](=[CH:5][CH:6]=[CH:7][CH:8]=2)[CH:3]=[CH:2]1. Procedure details: To a solution of indole-N-acetic acid (KNK, 10 g, 57 mmol) in dry ether (150 mL) was added dropwise at 0° C. a solution of MeLi (75 mL, 1.4M in ether as LiBr complex). The reaction mixture was then stirred at r.t. for 2 hrs. Chlorotrimethylsilane (70 mL, 0.57 mol) was added dropwise at 0° C. Then the cooling bath was removed and 1N HCl (70 mL) was added at r.t. The aqueous portion was extracted with ethyl acetate and the combined organic phase was washed with brine, dried over MgSO4 and evaporat... The reactants are ClC=1C=CC(=C(C1)C1=CC(N(C=C1)C(C(=O)O)C)=O)C#N (2-[4-(5-Chloro-2-cyanophenyl)-2-oxopyridin-1(2H)-yl]propanoic acid), FC(C1=NNC(=N1)C1=CC=C(N)C=C1)(F)F (4-[3-(Trifluoromethyl)-1H-1,2,4-triazol-5-yl]aniline). The product is ClC=1C=CC(=C(C1)C1=CC(N(C=C1)C(C(=O)NC1=CC=C(C=C1)C1=NC(=NN1)C(F)(F)F)C)=O)C#N (2-[4-(5-Chloro-2-cyanophenyl)-2-oxopyridin-1(2H)-yl]-N-{4-[3-(trifluoromethyl)-1H-1,2,4-triazol-5-yl]phenyl}propanamide). Reaction SMILES: [Cl:1][C:2]1[CH:3]=[CH:4][C:5]([C:20]#[N:21])=[C:6]([C:8]2[CH:13]=[CH:12][N:11]([CH:14]([CH3:18])[C:15]([OH:17])=O)[C:10](=[O:19])[CH:9]=2)[CH:7]=1.[F:22][C:23]([F:37])([F:36])[C:24]1[N:28]=[C:27]([C:29]2[CH:35]=[CH:34][C:32]([NH2:33])=[CH:31][CH:30]=2)[NH:26][N:25]=1>>[Cl:1][C:2]1[CH:3]=[CH:4][C:5]([C:20]#[N:21])=[C:6]([C:8]2[CH:13]=[CH:12][N:11]([CH:14]([CH3:18])[C:15]([NH:33][C:32]3[CH:34]=[CH:35][C:29]([C:27]4[NH:26][N:25]=[C:24]([C:23]([F:37])([F:36])[F:22])[N:28]=4)=[CH:30][CH:31]=3)=[O:17])[C:10](=[O:19])[CH:9]=2)[CH:7]=1. Procedure details: 95 mg (purity 83%, 0.26 mmol) of 2-[4-(5-chloro-2-cyanophenyl)-2-oxopyridin-1(2H)-yl]propanoic acid (racemate) (Example 2.2B) and 75 mg (0.31 mmol) of 4-[3-(trifluoromethyl)-1H-1,2,4-triazol-5-yl]aniline (Example 1.1C) were reacted according to General Method 1. Yield: 30 mg (purity 92%, 21% of theory)